Dataset: the Open Reaction Database (ORD), a public repository of structured organic reaction records. Task: describe an organic reaction: reactants, conditions, products, and yield Reactants: COc1cc(C(=O)N(C)c2ccc(C)cc2OCc2ccccc2)ccc1NC(=O)c1cccc2[nH]c(CNC(=O)OC(C)(C)C)nc12, O=C(O)C(F)(F)F. RXN SMILES: [CH3:1][O:2][c:3]1[cH:4][c:5]([C:6](=[O:7])[N:8]([c:9]2[c:10]([O:16][CH2:17][c:18]3[cH:19][cH:20][cH:21][cH:22][cH:23]3)[cH:11][c:12]([CH3:15])[cH:13][cH:14]2)[CH3:24])[cH:25][cH:26][c:27]1[NH:28][C:29](=[O:30])[c:31]1[cH:32][cH:33][cH:34][c:35]2[nH:36][c:37]([CH2:40][NH:41][C:42]([O:43][C:44]([CH3:45])([CH3:46])[CH3:47])=[O:48])[n:38][c:39]12.[OH:49][C:50]([C:51]([F:52])([F:53])[F:54])=[O:55]>>[CH3:1][O:2][c:3]1[cH:4][c:5]([C:6](=[O:7])[N:8]([c:9]2[c:10]([O:16][CH2:17][c:18]3[cH:19][cH:20][cH:21][cH:22][cH:23]3)[cH:11][c:12]([CH3:15])[cH:13][cH:14]2)[CH3:24])[cH:25][cH:26][c:27]1[NH:28][C:29](=[O:30])[c:31]1[cH:32][cH:33][cH:34][c:35]2[nH:36][c:37]([CH2:40][NH2:41])[n:38][c:39]12. Product: COc1cc(C(=O)N(C)c2ccc(C)cc2OCc2ccccc2)ccc1NC(=O)c1cccc2[nH]c(CN)nc12. Reaction SMILES: [NH2:1][C:2]1[N:11]=[CH:10][C:9]2[C:8](SC)=[N:7][CH:6]=[N:5][C:4]=2[CH:3]=1.[NH2:14][C:15]1[CH:16]=[C:17]([OH:21])[CH:18]=[CH:19][CH:20]=1>>[NH2:1][C:2]1[N:11]=[CH:10][C:9]2[C:8]([NH:14][C:15]3[CH:20]=[CH:19][CH:18]=[C:17]([OH:21])[CH:16]=3)=[N:7][CH:6]=[N:5][C:4]=2[CH:3]=1. The reactants are NC1=CC=2N=CN=C(C2C=N1)SC (7-amino-4-methylthiopyrido[4,3-d]pyrimidine), NC=1C=C(C=CC1)O (3-aminophenol). Procedure details: A mixture of 7-amino-4-methylthiopyrido[4,3-d]pyrimidine (299 mg, 1.56 mmole) and 3-aminophenol (1.60 g, 14.7 mmole) is stirred at 160° C. for 15 min. The resulting product is chromatographed over silica gel (9% MeOH/CH2Cl2) to give 7-amino-4-(3-hydroxyanilino)pyrido[4,3-d]pyrimidine (108 mg, 18%) as a pale orange solid. 1H NMR (DMSO) δ 9.69 (1H, brs), 9.44 (1H, brs), 9.33 (1H, s), 8.38 (1H, s), 7.37 (1H, t, J=2.1 Hz), 7.21 (1H, brd, J=8.4 Hz), 7.14 (1H, t, J=8.0 Hz), 6.59 (2H, brs), 6.53 (1H, d... Conditions: temperature 160 celsius, time 15 minute. Yield: 27.3%. The product is NC1=CC=2N=CN=C(C2C=N1)NC1=CC(=CC=C1)O (7-amino-4-(3-hydroxyanilino)pyrido[4,3-d]pyrimidine). The reactants are COc1ccc2c(c1)CCC(C(=O)O)=C2, O=S(Cl)Cl, c1ccccc1. Product: COc1ccc2c(c1)CCC(C(=O)Cl)=C2. Reaction SMILES: [CH3:1][O:2][c:3]1[cH:4][cH:5][c:6]2[c:11]([cH:12]1)[CH2:10][CH2:9][C:8]([C:13](=[O:14])[OH:15])=[CH:7]2.[S:16]([Cl:17])([Cl:18])=[O:19].[cH:20]1[cH:21][cH:22][cH:23][cH:24][cH:25]1>>[CH3:1][O:2][c:3]1[cH:4][cH:5][c:6]2[c:11]([cH:12]1)[CH2:10][CH2:9][C:8]([C:13](=[O:15])[Cl:18])=[CH:7]2. The reactants are Cl.C(C1=CC=CC=C1)(C1=CC=CC=C1)[C@@H]1CNCC[C@@H]1OCC1=CC(=CC(=C1)C(F)(F)F)F (cis-3-Benzhydryl-4-[[3-fluoro-5-(trifluoromethyl)benzyl]oxy]piperidine hydrochloride), Cl.N1=C(C=CC=C1)CC(=O)O (2-pyridineacetic acid hydrochloride). Product: C(C1=CC=CC=C1)(C1=CC=CC=C1)[C@@H]1CN(CC[C@@H]1OCC1=CC(=CC(=C1)C(F)(F)F)F)C(CC1=NC=CC=C1)=O (cis-3-Benzhydryl-4-[[3-fluoro-5-(trifluoromethyl)benzyl]oxy]-1-(2-pyridinylacetyl)piperidine). Reaction SMILES: Cl.[CH:2]([C@H:15]1[C@@H:20]([O:21][CH2:22][C:23]2[CH:28]=[C:27]([C:29]([F:32])([F:31])[F:30])[CH:26]=[C:25]([F:33])[CH:24]=2)[CH2:19][CH2:18][NH:17][CH2:16]1)([C:9]1[CH:14]=[CH:13][CH:12]=[CH:11][CH:10]=1)[C:3]1[CH:8]=[CH:7][CH:6]=[CH:5][CH:4]=1.Cl.[N:35]1[CH:40]=[CH:39][CH:38]=[CH:37][C:36]=1[CH2:41][C:42](O)=[O:43]>>[CH:2]([C@H:15]1[C@@H:20]([O:21][CH2:22][C:23]2[CH:28]=[C:27]([C:29]([F:32])([F:30])[F:31])[CH:26]=[C:25]([F:33])[CH:24]=2)[CH2:19][CH2:18][N:17]([C:42](=[O:43])[CH2:41][C:36]2[CH:37]=[CH:38][CH:39]=[CH:40][N:35]=2)[CH2:16]1)([C:9]1[CH:14]=[CH:13][CH:12]=[CH:11][CH:10]=1)[C:3]1[CH:8]=[CH:7][CH:6]=[CH:5][CH:4]=1 |f:0.1,2.3|. Procedure: The compound (28.8 mg) obtained in Example 26 and 2-pyridineacetic acid hydrochloride (20.8 mg) were reacted and treated in the same manner as in the method described in Example 32 to obtain the title compound. Reactants: NC=1C=C(OC2=CC(=NC=N2)N2CCC(CC2)N2C(NC3=C(CC2)C=C(C=C3)OC)=O)C=C(C1N)C (3-{1-[6-(3,4-diamino-5-methyl-phenoxy)-pyrimidin-4-yl]-piperidin-4-yl}-7-methoxy-1,3,4,5-tetrahydro-benzo[d][1,3]diazepin-2-one), C1(CC1)CC(=O)O (cyclopropyl-acetic acid), CN(C)C(=[N+](C)C)ON1C2=C(C=CC=C2)N=N1.[B-](F)(F)(F)F (TBTU), TEA, C(C)(=O)O (acetic acid). Run in CN(C)C=O (DMF). Reaction conditions: time 8 hour. The product is C1(CC1)CC=1NC2=C(N1)C(=CC(=C2)OC2=CC(=NC=N2)N2CCC(CC2)N2C(NC1=C(CC2)C=C(C=C1)OC)=O)C (3-{1-[6-(2-cyclopropylmethyl-7-methyl-3H-benzimidazol-5-yloxy)-pyrimidin-4-yl]-piperidin-4-yl}-7-methoxy-1,3,4,5-tetrahydro-benzo[d][1,3]diazepin-2-one). Reaction SMILES: [NH2:1][C:2]1[CH:3]=[C:4]([CH:32]=[C:33]([CH3:36])[C:34]=1[NH2:35])[O:5][C:6]1[N:11]=[CH:10][N:9]=[C:8]([N:12]2[CH2:17][CH2:16][CH:15]([N:18]3[CH2:24][CH2:23][C:22]4[CH:25]=[C:26]([O:29][CH3:30])[CH:27]=[CH:28][C:21]=4[NH:20][C:19]3=[O:31])[CH2:14][CH2:13]2)[CH:7]=1.[CH:37]1([CH2:40][C:41](O)=O)[CH2:39][CH2:38]1.CN(C(ON1N=NC2C=CC=CC1=2)=[N+](C)C)C.[B-](F)(F)(F)F.C(O)(=O)C>CN(C=O)C>[CH:37]1([CH2:40][C:41]2[NH:1][C:2]3[CH:3]=[C:4]([O:5][C:6]4[N:11]=[CH:10][N:9]=[C:8]([N:12]5[CH2:13][CH2:14][CH:15]([N:18]6[CH2:24][CH2:23][C:22]7[CH:25]=[C:26]([O:29][CH3:30])[CH:27]=[CH:28][C:21]=7[NH:20][C:19]6=[O:31])[CH2:16][CH2:17]5)[CH:7]=4)[CH:32]=[C:33]([CH3:36])[C:34]=3[N:35]=2)[CH2:39][CH2:38]1 |f:2.3|. Procedure: 0.20 g (0.42 mmol) 3-{1-[6-(3,4-diamino-5-methyl-phenoxy)-pyrimidin-4-yl]-piperidin-4-yl}-7-methoxy-1,3,4,5-tetrahydro-benzo[d][1,3]diazepin-2-one, 46 mg (0.46 mmol) cyclopropyl-acetic acid, 151 mg (0.47 mmol) TBTU and 0.14 mL (1.00 mmol) TEA in 2.00 mL DMF were stirred for 4 h at RT. Then 2.00 mL glacial acetic acid was added and the mixture was stirred overnight at RT. In addition the reaction mixture was stirred for 1 h at 100° C., then cooled and purified by preparative HPLC-MS. The product-... The reactants are BrC1=C(C=CC(=O)O)C=CC=C1 (2-bromocinnamic acid), CI (methyl iodide). The product is BrC1=C(C=CC(=O)OC)C=CC=C1 (Methyl 2-bromocinnamate). As a reaction SMILES: [Br:1][C:2]1[CH:12]=[CH:11][CH:10]=[CH:9][C:3]=1[CH:4]=[CH:5][C:6]([OH:8])=[O:7].[CH3:13]I>>[Br:1][C:2]1[CH:12]=[CH:11][CH:10]=[CH:9][C:3]=1[CH:4]=[CH:5][C:6]([O:8][CH3:13])=[O:7]. Reported procedure: Esterification of 2-bromocinnamic acid (10.0 g) with methyl iodide (9.4 g) as described in Example 1 gave the title compound as an oil which was purified by chromatography on silica eluting with chloroform in quantitative yield. υmax (film) 1725, 1640, 1470, 1440 cm-1, δ(CDCl3) 3.79 (3H, s, CH3), 6.30 (1H, d, J 16 Hz, C=CHCO2), 7.19 (2H, complex m), 7.50 (2H, complex m), 7.97 (1H, d, J 16 Hz, ArCH=C).